From a dataset of the Open Reaction Database (ORD), a public repository of structured organic reaction records. describe an organic reaction: reactants, conditions, products, and yield Starting materials: B, CS(=O)(=O)Nc1cc(C(=O)CBr)ccc1OCc1ccccc1, CSC, CCOC(C)=O, [Cl-], [NH4+], C1CCOC1, CB1OC(c2ccccc2)(c2ccccc2)C2CCCN12. The product is CS(=O)(=O)Nc1cc(C(O)CBr)ccc1OCc1ccccc1. As a reaction SMILES: [BH3:48].[Br:1][CH2:2][C:3](=[O:4])[c:5]1[cH:6][c:7]([NH:19][S:20](=[O:21])(=[O:22])[CH3:23])[c:8]([O:11][CH2:12][c:13]2[cH:14][cH:15][cH:16][cH:17][cH:18]2)[cH:9][cH:10]1.[CH3:45][S:46][CH3:47].[CH3:56][CH2:57][O:58][C:59](=[O:60])[CH3:61].[Cl-:49].[NH4+:50].[O:51]1[CH2:52][CH2:53][CH2:54][CH2:55]1.[c:24]1([C:25]2([c:26]3[cH:27][cH:28][cH:29][cH:30][cH:31]3)[O:32][B:33]([CH3:34])[N:35]3[CH2:36][CH2:37][CH2:38][CH:39]23)[cH:40][cH:41][cH:42][cH:43][cH:44]1>>[Br:1][CH2:2][CH:3]([OH:4])[c:5]1[cH:6][c:7]([NH:19][S:20](=[O:21])(=[O:22])[CH3:23])[c:8]([O:11][CH2:12][c:13]2[cH:14][cH:15][cH:16][cH:17][cH:18]2)[cH:9][cH:10]1. Starting materials: [H-].[Na+] (sodium hydride), COC(=O)C1=CN(C(C=C1)=O)CCNC(=O)C=1C=NC=CC1 (1,6-dihydro-l-[2-(3-pyridinylcarbonylamino)ethyl]-6-oxo-3-pyridinecarboxylic acid methyl ester), COS(=O)(=O)OC (dimethylsulfate). Run in CN(C=O)C (dimethylformamide). Run at time 45 minute. Product: COC(=O)C1=CN(C(C=C1)=O)CCN(C)C(=O)C=1C=NC=CC1 (1,6-Dihydro-1-[2-(N-methyl-3-pyridinylcarbonylamino)ethyl]-6-oxo-3-pyridinecarboxylic acid methyl ester). As a reaction SMILES: [CH3:1][O:2][C:3]([C:5]1[CH:10]=[CH:9][C:8](=[O:11])[N:7]([CH2:12][CH2:13][NH:14][C:15]([C:17]2[CH:18]=[N:19][CH:20]=[CH:21][CH:22]=2)=[O:16])[CH:6]=1)=[O:4].[H-].[Na+].[CH3:25]OS(OC)(=O)=O>CN(C)C=O>[CH3:1][O:2][C:3]([C:5]1[CH:10]=[CH:9][C:8](=[O:11])[N:7]([CH2:12][CH2:13][N:14]([C:15]([C:17]2[CH:18]=[N:19][CH:20]=[CH:21][CH:22]=2)=[O:16])[CH3:25])[CH:6]=1)=[O:4] |f:1.2|. Procedure: To a round bottomed 25 ml flask fitted with a magnetic stirrer bar and nitrogen inlet was added 1,6-dihydro-l-[2-(3-pyridinylcarbonylamino)ethyl]-6-oxo-3-pyridinecarboxylic acid methyl ester (0.211 g, 0.70 mmol) and dimethylformamide (7.0 ml). At room temperature with stirring, sodium hydride (0.018 g, 0.77 mmol, 98% dry) was added. After 45 minutes, the reaction was quenched with dimethylsulfate (0.073 ml, 0.78 mmol). Stirring was continued for 3.75 hours at which time the mixture was concentra... Reactants: resultant mixture, [N+](=O)([O-])C(C)C (2-nitropropane), BrCC1=C(C(=CC=C1)Cl)F (1-(bromomethyl)-3-chloro-2-fluorobenzene), [H-].[Na+] (sodium hydride). Solvent: C(C)O (Ethanol). Run at time 10 minute. The product is ClC=1C(=C(C=O)C=CC1)F (3-chloro-2-fluorobenzaldehyde). Reaction SMILES: [H-].[Na+].[N+](C(C)C)([O-])=[O:4].Br[CH2:10][C:11]1[CH:16]=[CH:15][CH:14]=[C:13]([Cl:17])[C:12]=1[F:18]>C(O)C>[Cl:17][C:13]1[C:12]([F:18])=[C:11]([CH:16]=[CH:15][CH:14]=1)[CH:10]=[O:4] |f:0.1|. Reported procedure: Ethanol (100 ml) was added to sodium hydride (content: 60%, 4.7 g) at 0° C. under an argon atmosphere, and the mixture was stirred for 10 minutes. After 2-nitropropane (11 ml) was added to the reaction mixture to stir the mixture for 10 minutes, 1-(bromomethyl)-3-chloro-2-fluorobenzene (10 g) was added to stir the resultant mixture at room temperature for 3.5 hours. Precipitate was removed by filtration, and the filtrate was concentrated under reduced pressure. The residue was partitioned in die... Reactants: C(CC1=CC=CC=C1)N (phenethylamine), N1=CC=CC=C1 (pyridine), COC1=C(C(=O)Cl)C=CC=C1 (2-methoxybenzoyl chloride). Run in ClCCl (dichloromethane). Run at time 4 hour. Yields the product COC1=C(C=CC=C1)C(CCCC1=NC=CC=C1)=O (1-(2-methoxyphenyl)-1-oxo-2-aza-4-phenylbutane). As a reaction SMILES: [CH2:1]([NH2:9])[CH2:2][C:3]1[CH:8]=[CH:7][CH:6]=[CH:5][CH:4]=1.N1C=CC=CC=1.[CH3:16][O:17][C:18]1[CH:26]=[CH:25][CH:24]=[CH:23][C:19]=1[C:20](Cl)=[O:21]>ClCCl>[CH3:16][O:17][C:18]1[CH:26]=[CH:25][CH:24]=[CH:23][C:19]=1[C:20](=[O:21])[CH2:8][CH2:7][CH2:6][C:5]1[CH:4]=[CH:3][CH:2]=[CH:1][N:9]=1. Procedure: To a solution of 0.5 gm of phenethylamine (4.12 mmol) in 5 mL of dichloromethane and 0.978 mL of pyridine (8.2 mmol) at 0° C. was added 1.39 gm of 2-methoxybenzoyl chloride (1.14 mL, 8.2 mmol). The reaction was allowed to warm to room temperature and was stirred for 4 hr. The reaction mixture was concentrated, 5mL of heptane were added and the mixture was evaporated to dryness this being repeated one more time. The residue was purified by HPLC (RCM SepPak, silica 25×100, 3.6% CH3CN, 14.4% tBuOCH...